Dataset: the Open Reaction Database (ORD), a public repository of structured organic reaction records. Task: describe an organic reaction: reactants, conditions, products, and yield Starting materials: C(C1=CC=CC=C1)ON1[C@@H]2CC[C@H](N(C1=O)C2)C(=O)NNC(C(C)(C)C)=O ((2S,5R)-6-(benzyloxy)-N′-(2,2-dimethylpropanoyl)-7-oxo-1,6-diazabicyclo[3.2.1]octane-2-carbohydrazide). The reagents and catalysts are [Pd] (Pd/C). The solvent is CO (methanol). Run at time 8 hour. Product: CC(C(=O)NNC(=O)[C@H]1N2C(N([C@H](CC1)C2)O)=O)(C)C ((2S,5R)-N′-(2,2-dimethylpropanoyl)-6-hydroxy-7-oxo-1,6-diazabicyclo[3.2.1]octane-2-carbohydrazide). The yield is 102.2%. Reaction SMILES: C([O:8][N:9]1[C:15](=[O:16])[N:14]2[CH2:17][C@H:10]1[CH2:11][CH2:12][C@H:13]2[C:18]([NH:20][NH:21][C:22](=[O:27])[C:23]([CH3:26])([CH3:25])[CH3:24])=[O:19])C1C=CC=CC=1>CO.[Pd]>[CH3:24][C:23]([CH3:26])([CH3:25])[C:22]([NH:21][NH:20][C:18]([C@@H:13]1[CH2:12][CH2:11][C@@H:10]2[CH2:17][N:14]1[C:15](=[O:16])[N:9]2[OH:8])=[O:19])=[O:27]. Procedure: A mixture of (2S,5R)-6-(benzyloxy)-N′-(2,2-dimethylpropanoyl)-7-oxo-1,6-diazabicyclo[3.2.1]octane-2-carbohydrazide 254 (0.32 g, 0.86 mmol) and Pd/C (0.15 g) in methanol (20 mL) was hydrogenated at 1 atm at room temperature overnight. The mixture was filtered through Celite pad and concentrated to provide 255 (0.25 g, quant. yield) as a white foam.